describe an organic reaction: reactants, conditions, products, and yield From a dataset of the Open Reaction Database (ORD), a public repository of structured organic reaction records. The reactants are OC1=CC=C2NC=C(C[C@H](N)C(=O)N[C@@H](CC3=CNC4=CC=CC=C34)C(=O)O)C2=C1 (5-Hydroxy-L-tryptophyl-L-tryptophan), C(C)(=O)O (acetic acid). The solvent is Cl (hydrochloric acid). The product is OC1=CC=C2NC=C(C[C@H](N)C(=O)N[C@@H](CO)C(=O)O)C2=C1 (5-Hydroxy-L-tryptophyl-L-serine). Reported procedure: 3.4 g (6.8 mmol) of the derivative obtained above according to (b) are dissolved in 25 ml of acetic acid saturated with hydrochloric acid, the solution is stirred for a few hours at ordinary temperature, the product is then precipitated in excess ethyl ether and filtered off and the precipitate is dried to give the title derivative in the pure state, which is identical to the product obtained according to Example 16. Reaction SMILES: [OH:1][C:2]1[CH:30]=[C:29]2[C:5]([NH:6][CH:7]=[C:8]2[CH2:9][C@@H:10]([C:12]([NH:14][C@H:15]([C:26]([OH:28])=[O:27])[CH2:16]C2C3C(=CC=CC=3)NC=2)=[O:13])[NH2:11])=[CH:4][CH:3]=1.C(O)(=[O:33])C>Cl>[OH:1][C:2]1[CH:30]=[C:29]2[C:5]([NH:6][CH:7]=[C:8]2[CH2:9][C@@H:10]([C:12]([NH:14][C@H:15]([C:26]([OH:28])=[O:27])[CH2:16][OH:33])=[O:13])[NH2:11])=[CH:4][CH:3]=1.